Dataset: the Open Reaction Database (ORD), a public repository of structured organic reaction records. Task: describe an organic reaction: reactants, conditions, products, and yield Starting materials: COC(=O)C=1N(C2=CC=C(C=C2C1)SC)S(=O)(=O)C1=CC=CC=C1 (1-benzenesulfonyl-5-methylthio-1H-indole-2-carboxylic acid methyl ester), O.NN (hydrazine monohydrate), O.NN (hydrazine monohydrate), P(=O)(Cl)(Cl)Cl (phosphorus oxychloride). The solvent is C(C)O (ethanol). Yields the product C1(=CC=CC=C1)S(=O)(=O)N1C(=CC2=CC(=CC=C12)SC)C=1OC=NN1 (1-benzenesulfonyl-5-methylthio-2-([1,3,4]oxadiazol-2-yl)-1H-indole). Reaction SMILES: [CH3:1][O:2][C:3]([C:5]1[N:6]([S:16]([C:19]2[CH:24]=[CH:23][CH:22]=[CH:21][CH:20]=2)(=[O:18])=[O:17])[C:7]2[C:12]([CH:13]=1)=[CH:11][C:10]([S:14][CH3:15])=[CH:9][CH:8]=2)=O.P(Cl)(Cl)(Cl)=O.O.[NH2:31][NH2:32]>C(O)C>[C:19]1([S:16]([N:6]2[C:7]3[C:12](=[CH:11][C:10]([S:14][CH3:15])=[CH:9][CH:8]=3)[CH:13]=[C:5]2[C:3]2[O:2][CH:1]=[N:31][N:32]=2)(=[O:18])=[O:17])[CH:24]=[CH:23][CH:22]=[CH:21][CH:20]=1 |f:2.3|. Procedure details: To a solution of 1-benzenesulfonyl-5-methylthio-1H-indole-2-carboxylic acid methyl ester (370 mg) in ethanol (12 ml), hydrazine monohydrate (0.55 ml) was added at 15 to 30° C. and the mixture was heated under reflux for 13 hours. Further, to the mixture was added hydrazine monohydrate (0.55 ml) and the mixture was heated under reflux for 5 hours. The reaction solution was concentrated under reduced pressure. To the resulting residue was added water, and the insolubles were filtered off and washe...